The task is: describe an organic reaction: reactants, conditions, products, and yield. This data is from the Open Reaction Database (ORD), a public repository of structured organic reaction records. Starting materials: ClC1=CC=C(C=C1)[Mg]Br (4-chlorophenylmagnesium bromide), C1(=CC=CC=C1)C(N1CC(C1)=O)C1=CC=CC=C1 (1-Diphenylmethyl-3-azetidinone). Run in C(C)OCC (diethyl ether), C(C)OCC (diethyl ether). Conditions: temperature -78 celsius, time 2 hour. Yields the product ClC1=CC=C(C=C1)C1(CN(C1)C(C1=CC=CC=C1)C1=CC=CC=C1)O (3-(4-Chlorophenyl)-1-(diphenylmethy)-3-azetidinol). Reaction SMILES: [Cl:1][C:2]1[CH:7]=[CH:6][C:5]([Mg]Br)=[CH:4][CH:3]=1.[C:10]1([CH:16]([C:22]2[CH:27]=[CH:26][CH:25]=[CH:24][CH:23]=2)[N:17]2[CH2:20][C:19](=[O:21])[CH2:18]2)[CH:15]=[CH:14][CH:13]=[CH:12][CH:11]=1>C(OCC)C>[Cl:1][C:2]1[CH:7]=[CH:6][C:5]([C:19]2([OH:21])[CH2:20][N:17]([CH:16]([C:22]3[CH:23]=[CH:24][CH:25]=[CH:26][CH:27]=3)[C:10]3[CH:15]=[CH:14][CH:13]=[CH:12][CH:11]=3)[CH2:18]2)=[CH:4][CH:3]=1. Procedure details: To a stirred solution of 4-chlorophenylmagnesium bromide (9.1 mL, 10 M in diethyl ether) in diethyl ether (80 mL) at −78° C. under an argon atmosphere was added compound 3 (1.8 g, 7.6 mmol) in diethyl ether (50 mL) dropwise over 20 minutes. The reaction mixture was stirred at −78° C. for 2 hours, then slowly warmed to room temperature with stirring over 18 hours. The reaction mixture was then partitioned between aqueous ammonium acetate solution (50 mL) and diethyl ether (50 mL). The aqueous lay...